The task is: describe an organic reaction: reactants, conditions, products, and yield. This data is from the Open Reaction Database (ORD), a public repository of structured organic reaction records. Starting materials: solution, CC(C)C[AlH]CC(C)C (DIBAL-H), C1(=CC=CC=C1)C (toluene), C(C)OC(\C=C(\C1=CC=CC=C1)/C1=CC=C(C=C1)Br)=O ((Z)-3-(4-bromophenyl)-3-phenylacrylicacid ethyl ester), O (water). Solvent: C1CCOC1 (THF). Conditions: time 30 minute. The product is BrC1=CC=C(C=C1)\C(=C/CO)\C1=CC=CC=C1 ((Z)-3-(4-bromo-phenyl)-3-phenyl-prop-2-en-1-ol). The yield is 96.0%. Reaction SMILES: CC(C[AlH]CC(C)C)C.C1(C)C=CC=CC=1.C([O:19][C:20](=O)/[CH:21]=[C:22](\[C:29]1[CH:34]=[CH:33][C:32]([Br:35])=[CH:31][CH:30]=1)/[C:23]1[CH:28]=[CH:27][CH:26]=[CH:25][CH:24]=1)C.O>C1COCC1>[Br:35][C:32]1[CH:31]=[CH:30][C:29](/[C:22](/[C:23]2[CH:24]=[CH:25][CH:26]=[CH:27][CH:28]=2)=[CH:21]\[CH2:20][OH:19])=[CH:34][CH:33]=1. Procedure: A 1.2 M solution of DIBAL-H in toluene (84 ml, 100 mmol) was added dropwise, at −15° C. over 20 min, to a stirred solution of (Z)-3-(4-bromophenyl)-3-phenylacrylicacid ethyl ester (11.1 g, 33.5 mmol) in dry THF (150 ml), and the mixture stirred for 30 min. Rochelles salt and water was carefully added, and the resulting mixture extracted with ethyl acetate (x2). The combined organic extracts were washed with brine, dried (MgSO4), and evaporated to give 9.3 g of (Z)-3-(4-bromo-phenyl)-3-phenyl-pro...